Dataset: the Open Reaction Database (ORD), a public repository of structured organic reaction records. Task: describe an organic reaction: reactants, conditions, products, and yield Reactants: 7-hydroxyspiro [acridine-9,1'-cyclohexa-2', 5'-diene]-2(9H), 4'-dione, C1=CC=CC=2NC3=CC=CC=C3CC12 (acridan), C1(=CC=CC=C1)O (Phenol), 7-hydroxy-2',3',5',6'-tetramethylspiro[acridine-9,1'-cyclohexa-2', 5'-diene]-2(9H), 4'-dione, C1(=CC=CC=C1)C1(C2=CC(=CC=C2N=C2C=CC(C=C12)=O)O)C1=CC=CC=C1 (9,9-diphenyl-7-hydroxyacridin-2 (9H)-one), OC1CCC2(CC1)C1=CC(=CC=C1N=C1C=CC(C=C12)=O)O (4',7-dihydroxyspiro [acridine-9,1'-cyclohexane]-2(9H)-one), C1=CC=CC=2NC3=CC=CC=C3CC12 (Acridan), ( C ), C1=CC=CC=2NC3=CC=CC=C3CC12 (acridan). The solvent is S(O)(O)(=O)=O (sulfuric acid). The product is CC1(C2=CC(=CC=C2N=C2C=CC(C=C12)=O)O)C (9,9-dimethyl-7-hydroxyacridin-2(9H)-one). Reaction SMILES: C1(O)C=CC=CC=1.C1C2CC3C(=CC=CC=3)NC=2C=CC=1.OC1C[CH2:27][C:26]2([C:41]3[C:36]([CH:37]=[CH:38][C:39](=[O:42])[CH:40]=3)=[N:35][C:34]3[C:29]2=[CH:30][C:31]([OH:43])=[CH:32][CH:33]=3)[CH2:25]C1.C1(C2(C3C=CC=CC=3)C3C(C=CC(=O)C=3)=NC3C2=CC(O)=CC=3)C=CC=CC=1>S(=O)(=O)(O)O>[CH3:25][C:26]1([CH3:27])[C:41]2[C:36]([CH:37]=[CH:38][C:39](=[O:42])[CH:40]=2)=[N:35][C:34]2[C:29]1=[CH:30][C:31]([OH:43])=[CH:32][CH:33]=2. Reported procedure: Hill et al., The Phenol Dyestuff of Liehermann as an Acridan Derivative, J. Chem. Soc. (C) 2462 (1970), describes an acridan derivative, 7-hydroxyspiro [acridine-9,1'-cyclohexa-2', 5'-diene]-2(9H), 4'-dione, that has been used as an oxidation-reduction indicator. This compound and related acridan derivatives, 4',7-dihydroxyspiro [acridine-9,1'-cyclohexane]-2(9H)-one; 7-hydroxy-2',3',5',6'-tetramethylspiro[acridine-9,1'-cyclohexa-2', 5'-diene]-2(9H), 4'-dione; 9,9-diphenyl-7-hydroxyacridin-2 (9H)...